This data is from the Open Reaction Database (ORD), a public repository of structured organic reaction records. The task is: describe an organic reaction: reactants, conditions, products, and yield Reactants: BrCc1ccc(-c2ccccc2I)cc1, O=C([O-])[O-], CCCCc1nc(Cl)c(C=O)[nH]1, CN(C)C=O, [K+], [K+], O. The product is CCCCc1nc(Cl)c(C=O)n1Cc1ccc(-c2ccccc2I)cc1. Reaction SMILES: [Br:1][CH2:2][c:3]1[cH:4][cH:5][c:6](-[c:9]2[c:10]([I:15])[cH:11][cH:12][cH:13][cH:14]2)[cH:7][cH:8]1.[C:28](=[O:29])([O-:30])[O-:31].[CH2:16]([CH2:17][CH2:18][CH3:19])[c:20]1[nH:21][c:22]([CH:26]=[O:27])[c:23]([Cl:25])[n:24]1.[CH3:35][N:36]([CH3:37])[CH:38]=[O:39].[K+:32].[K+:33].[OH2:34]>>[CH2:2]([c:3]1[cH:4][cH:5][c:6](-[c:9]2[c:10]([I:15])[cH:11][cH:12][cH:13][cH:14]2)[cH:7][cH:8]1)[n:21]1[c:20]([CH2:16][CH2:17][CH2:18][CH3:19])[n:24][c:23]([Cl:25])[c:22]1[CH:26]=[O:27].